Task: describe an organic reaction: reactants, conditions, products, and yield. Dataset: the Open Reaction Database (ORD), a public repository of structured organic reaction records The reactants are 50.9, FC1=CC=C(C=C1)C(O)(C=1CCN(CC1)CC1=CC=CC=C1)C1=CC=C(C=C1)F (α,α-bis(4-fluorophenyl)-1,2,3,6-tetrahydro-1-(phenylmethyl)-4-pyridinemethanol), Cl (hydrochloric acid), CO (methanol). Run at temperature 60 celsius, time 3 hour. The product is FC1=CC=C(C=C1)C(=C1C(CN(CC1)CC1=CC=CC=C1)OC)C1=CC=C(C=C1)F (4-[bis(4-fluorophenyl)methylene]-3-methoxy-1-(phenylmethyl)piperidine), intermediate 29. Isolated yield 57.0%. Reaction SMILES: [F:1][C:2]1[CH:7]=[CH:6][C:5]([C:8]([C:23]2[CH:28]=[CH:27][C:26]([F:29])=[CH:25][CH:24]=2)([C:10]2[CH2:11][CH2:12][N:13]([CH2:16][C:17]3[CH:22]=[CH:21][CH:20]=[CH:19][CH:18]=3)[CH2:14][CH:15]=2)O)=[CH:4][CH:3]=1.Cl.[CH3:31][OH:32]>>[F:1][C:2]1[CH:7]=[CH:6][C:5]([C:8]([C:23]2[CH:28]=[CH:27][C:26]([F:29])=[CH:25][CH:24]=2)=[C:10]2[CH2:11][CH2:12][N:13]([CH2:16][C:17]3[CH:22]=[CH:21][CH:20]=[CH:19][CH:18]=3)[CH2:14][CH:15]2[O:32][CH3:31])=[CH:4][CH:3]=1. Procedure: A mixture of 50.9 parts of α,α-bis(4-fluorophenyl)-1,2,3,6-tetrahydro-1-(phenylmethyl)-4-pyridinemethanol, 320 parts of methanol and 800 parts of a hydrochloric acid solution 1N was stirred first for 3 hours at reflux temperature and then for 56 hours at room temperature. The whole was evaporated till all traces of methanol were removed. The free base was liberated with ammonium hydroxide. The product was extracted with 1040 parts of dichloromethane. The extract was washed with 100 parts of wate... Starting materials: CC(C)(C)OC(=O)N1CCC23CCCCC2C1Cc1ccc(OCc2ccc(Br)cc2)cc13, C1CCOC1, C1COCCO1, Cl. The product is Brc1ccc(COc2ccc3c(c2)C24CCCCC2C(C3)NCC4)cc1, Cl. RXN SMILES: [Br:1][c:2]1[cH:3][cH:4][c:5]([CH2:6][O:7][c:8]2[cH:9][cH:10][c:11]3[c:20]([cH:21]2)[C:19]24[CH:14]([CH:13]([CH2:12]3)[N:24]([C:25]([O:26][C:27]([CH3:28])([CH3:29])[CH3:30])=[O:31])[CH2:23][CH2:22]2)[CH2:15][CH2:16][CH2:17][CH2:18]4)[cH:32][cH:33]1.[CH2:35]1[O:36][CH2:37][CH2:38][CH2:39]1.[CH2:40]1[O:41][CH2:42][CH2:43][O:44][CH2:45]1.[ClH:34]>>[Br:1][c:2]1[cH:3][cH:4][c:5]([CH2:6][O:7][c:8]2[cH:9][cH:10][c:11]3[c:20]([cH:21]2)[C:19]24[CH:14]([CH:13]([CH2:12]3)[NH:24][CH2:23][CH2:22]2)[CH2:15][CH2:16][CH2:17][CH2:18]4)[cH:32][cH:33]1.[ClH:34]. Starting materials: CCN(C(C)C)C(C)C (DIPEA), ONC(C1=CC=C(C=C1)CCO)=N (N-hydroxy-4-(2-hydroxy-ethyl)-benzamidine), C(C)N(C1=NC(=CC(=N1)C(=O)O)C)CC (2-diethylamino-6-methylpyrimidine-4-carboxylic acid), CN(C)C(=[N+](C)C)ON1C2=C(C=CC=C2)N=N1.[B-](F)(F)(F)F (TBTU). Run in O1CCOCC1 (dioxane), CN(C)C=O (DMF), CCOC(=O)C (EtOAc). Run at time 1 hour. Yields the product C(C)N(C1=NC(=CC(=N1)C1=NC(=NO1)C1=CC=C(C=C1)CCO)C)CC (2-{4-[5-(2-diethylamino-6-methyl-pyrimidin-4-yl)-[1,2,4]oxadiazol-3-yl]-phenyl}-ethanol). Yield: 58.6%. As a reaction SMILES: [CH2:1]([N:3]([CH2:14][CH3:15])[C:4]1[N:9]=[C:8]([C:10]([OH:12])=O)[CH:7]=[C:6]([CH3:13])[N:5]=1)[CH3:2].CCN(C(C)C)C(C)C.CN(C(ON1N=NC2C=CC=CC1=2)=[N+](C)C)C.[B-](F)(F)(F)F.O[NH:48][C:49](=[NH:59])[C:50]1[CH:55]=[CH:54][C:53]([CH2:56][CH2:57][OH:58])=[CH:52][CH:51]=1>CN(C=O)C.CCOC(C)=O.O1CCOCC1>[CH2:14]([N:3]([CH2:1][CH3:2])[C:4]1[N:9]=[C:8]([C:10]2[O:12][N:59]=[C:49]([C:50]3[CH:55]=[CH:54][C:53]([CH2:56][CH2:57][OH:58])=[CH:52][CH:51]=3)[N:48]=2)[CH:7]=[C:6]([CH3:13])[N:5]=1)[CH3:15] |f:2.3|. Reported procedure: To a suspension of 2-diethylamino-6-methylpyrimidine-4-carboxylic acid (1.31 g, 6.28 mmol) in DMF (20 mL) is added DIPEA (3.23 mL, 18.8 mmol) followed by TBTU (2.62 g, 8.17 mmol). The mixture is stirred at rt for 10 min before N-hydroxy-4-(2-hydroxy-ethyl)-benzamidine (1.24 g, 6.91 mmol) is added. After stirring for 1 h, the reaction mixture is diluted with EtOAc and the solution is washed with sat. aq. NaHCO3. The aq. phase is extracted with EtOAc and the combined org. extracts are dried over M... Starting materials: C1=CC2=C3C(=CC=C4C5=CC=CC6=CC=CC(C1=C34)=C56)C(=O)OC2=O (perylene-3,4-dicarboxylic anhydride), C1(CCCCC1)N (cyclohexylamine), N1C=NC=C1 (imidazole). Run at temperature 140 celsius. Product: C1(CCCCC1)N1C(=O)C=2C=CC=3C=4C=CC=C5C=CC=C(C6=CC=C(C2C63)C1=O)C54 (N-Cyclohexylperylene-3,4-dicarboximide). As a reaction SMILES: [CH:1]1[C:18]2=[C:19]3[C:8]([C:9]4[C:20]5[C:13](=[CH:14][CH:15]=[CH:16][C:17]2=5)[CH:12]=[CH:11][CH:10]=4)=[CH:7][CH:6]=[C:5]2[C:21]([O:23][C:24](=O)[C:3](=[C:4]23)[CH:2]=1)=[O:22].[CH:26]1([NH2:32])[CH2:31][CH2:30][CH2:29][CH2:28][CH2:27]1.N1C=CN=C1>>[CH:26]1([N:32]2[C:21](=[O:22])[C:5]3[C:4]4[C:19]5[C:8](=[CH:7][CH:6]=3)[C:9]3[C:20]6[C:13]([CH:12]=[CH:11][CH:10]=3)=[CH:14][CH:15]=[CH:16][C:17]=6[C:18]=5[CH:1]=[CH:2][C:3]=4[C:24]2=[O:23])[CH2:31][CH2:30][CH2:29][CH2:28][CH2:27]1. Reported procedure: 0.30 g (0.93 mmol) of perylene-3,4-dicarboxylic anhydride is mixed with 0.28 g (2.8 mmol) of cyclohexylamine and 3 g of imidazole, and the mixture is heated under nitrogen at 140° C. for 3 h. The reaction product is removed from the flask by washing with ethanol, treated with 200 ml of 10% hydrochloric acid and boiled until no more ethanol is present. The residue is filtered off with suction, boiled in potassium carbonate solution and again filtered off with suction. The residue is washed with h...